This data is from the Open Reaction Database (ORD), a public repository of structured organic reaction records. The task is: describe an organic reaction: reactants, conditions, products, and yield Starting materials: OC[C@@H]1N(CC[C@H]1C=1C(=CC(=C2C(C=C(OC12)C1=CC=C(C=C1)C(F)(F)F)=O)OC)OC)C ((+)-trans-8-(2-Hydroxymethyl-1-methyl-pyrrolidin-3-yl)-5,7-dimethoxy-2-(4-trifluoromethyl-phenyl)-chromen-4-one), Cl.N1=CC=CC=C1 (pyridine hydrochloride). Yields the product OC1=C2C(C=C(OC2=C(C(=C1)O)[C@H]1[C@@H](N(CC1)C)CO)C1=CC=C(C=C1)C(F)(F)F)=O ((+)-trans-5,7-Dihydroxy-8-(2-hydroxymethyl-1-methyl-pyrrolidin-3-yl)-2-(4-trifluoromethyl-phenyl)-chromen-4-one). Reaction SMILES: [OH:1][CH2:2][C@H:3]1[C@H:7]([C:8]2[C:9]([O:31]C)=[CH:10][C:11]([O:29]C)=[C:12]3[C:17]=2[O:16][C:15]([C:18]2[CH:23]=[CH:22][C:21]([C:24]([F:27])([F:26])[F:25])=[CH:20][CH:19]=2)=[CH:14][C:13]3=[O:28])[CH2:6][CH2:5][N:4]1[CH3:33].Cl.N1C=CC=CC=1>>[OH:29][C:11]1[CH:10]=[C:9]([OH:31])[C:8]([C@@H:7]2[CH2:6][CH2:5][N:4]([CH3:33])[C@H:3]2[CH2:2][OH:1])=[C:17]2[C:12]=1[C:13](=[O:28])[CH:14]=[C:15]([C:18]1[CH:23]=[CH:22][C:21]([C:24]([F:27])([F:26])[F:25])=[CH:20][CH:19]=1)[O:16]2 |f:1.2|. Procedure: Compound of example 64 (0.7 g, 1.51 mmol) was demethylated using pyridine hydrochloride (7 g, 60.60 mmol) as described in example 17 to obtain the title compound. Starting materials: CCCCCCCCCCCC(=O)[O-], CCCCCCCCCCCC(=O)[O-], CCCC[Sn+2]CCCC, O=C=Nc1ccc(Cl)cc1, ClCCl, O, O=C(O)C(O)c1ccccc1. The product is O=C(Nc1ccc(Cl)cc1)OC(C(=O)O)c1ccccc1. As a reaction SMILES: [C:15]([O-:16])(=[O:17])[CH2:18][CH2:19][CH2:20][CH2:21][CH2:22][CH2:23][CH2:24][CH2:25][CH2:26][CH2:27][CH3:28].[C:1]([O-:2])(=[O:3])[CH2:4][CH2:5][CH2:6][CH2:7][CH2:8][CH2:9][CH2:10][CH2:11][CH2:12][CH2:13][CH3:14].[CH2:29]([Sn+2:30][CH2:31][CH2:32][CH2:33][CH3:34])[CH2:35][CH2:36][CH3:37].[Cl:49][c:50]1[cH:51][cH:52][c:53]([N:56]=[C:57]=[O:58])[cH:54][cH:55]1.[Cl:60][CH2:61][Cl:62].[OH2:59].[OH:38][CH:39]([C:40]([OH:41])=[O:42])[c:43]1[cH:44][cH:45][cH:46][cH:47][cH:48]1>>[O:38]([CH:39]([C:40]([OH:41])=[O:42])[c:43]1[cH:44][cH:45][cH:46][cH:47][cH:48]1)[C:57]([NH:56][c:53]1[cH:52][cH:51][c:50]([Cl:49])[cH:55][cH:54]1)=[O:58]. Starting materials: FC(C(=O)OCC)(F)F (Ethyl trifluoroacetate), O.NN (hydrazine hydrate), C(C)OC(C)=NC1=CC=CC=C1 (Ethyl-N-phenylacetimidate). Run in CO (methanol). Conditions: time 15 minute. The product is CC1=NN=C(N1C1=CC=CC=C1)C(F)(F)F (3-methyl-4-phenyl-5-trifluoromethyl-1,2,4-triazole). Isolated yield 51.6%. Reaction SMILES: [F:1][C:2]([F:9])([F:8])[C:3](OCC)=O.O.[NH2:11][NH2:12].C(O[C:16](=[N:18][C:19]1[CH:24]=[CH:23][CH:22]=[CH:21][CH:20]=1)[CH3:17])C>CO>[CH3:17][C:16]1[N:18]([C:19]2[CH:24]=[CH:23][CH:22]=[CH:21][CH:20]=2)[C:3]([C:2]([F:1])([F:8])[F:9])=[N:12][N:11]=1 |f:1.2|. Procedure: Ethyl trifluoroacetate (4.3 g) was added to hydrazine hydrate (1.5 g, 99-100%) in methanol (30 ml) at 5°-10° and stirred for 15 min. Ethyl-N-phenylacetimidate (3.9 g) was added keeping the temperature below 10° for 1 hr and then at room temperature for another hour. The mixture was evaporated to dryness under reduced pressure and the residue heated at 90°-100° with glacial acetic acid (50 ml) for 1 hr. Evaporation under reduced pressure and crystallization of the residue from methyl cyclohexane ... Reactants: FC1=C(C(=CC=C1O)F)NC(C1=C(C(=CC(=C1)C1=CC(=CC=C1)F)C)C)=O (N-(2,6-difluoro-3-hydroxy-phenyl)-5-(3-fluorophenyl)-2,3-dimethyl-benzamide). Solvent: C1CCOC1 (THF), C1CCOC1 (THF). Run at temperature 60 celsius, time 30 minute. Yields the product FC1=C(C=CC(=C1NCC1=C(C(=CC(=C1)C1=CC(=CC=C1)F)C)C)F)O (2,4-Difluoro-3-[[5-(3-fluorophenyl)-2,3-dimethyl-phenyl]methylamino]phenol). Isolated yield 95.8%. RXN SMILES: [F:1][C:2]1[C:7]([OH:8])=[CH:6][CH:5]=[C:4]([F:9])[C:3]=1[NH:10][C:11](=O)[C:12]1[CH:17]=[C:16]([C:18]2[CH:23]=[CH:22][CH:21]=[C:20]([F:24])[CH:19]=2)[CH:15]=[C:14]([CH3:25])[C:13]=1[CH3:26]>C1COCC1>[F:1][C:2]1[C:3]([NH:10][CH2:11][C:12]2[CH:17]=[C:16]([C:18]3[CH:23]=[CH:22][CH:21]=[C:20]([F:24])[CH:19]=3)[CH:15]=[C:14]([CH3:25])[C:13]=2[CH3:26])=[C:4]([F:9])[CH:5]=[CH:6][C:7]=1[OH:8]. Reported procedure: To a solution of N-(2,6-difluoro-3-hydroxy-phenyl)-5-(3-fluorophenyl)-2,3-dimethyl-benzamide (160 mg, 0.4 mmol, 1.0 eq) in THF (15 mL) was added a solution of BH3 (1M in THF, 180 mg, 2.1 mmol, 5.0 eq). The solution was stirred for 30 min then heated at 60° C. overnight. The reaction was quenched by addition of 1M HCl and the aqueous layer extracted with EtOAc. The organic extract was washed with brine, dried (Na2SO4), filtered and evaporated in vacuo to give the title compound as a white solid (... The reactants are Br.Br.C(C1=CC=CC=C1)N[C@@H]1C[C@H]2CN[C@@H]1CC2 (6-(R)-Benzylamino-(1R, 4S)-2-azabicyclo[2.2.2]octane Dihydrobromide), C1(CC1)N1C=C(C(C2=CC(=C(C=C12)F)F)=O)C(=O)O (1-cyclopropyl-6,7-difluoro-1,4-dihydro-4-oxo-3-quinoline carboxylic acid), C1CCC2=NCCCN2CC1 (DBU). The product is N[C@@H]1C[C@H]2CN([C@@H]1CC2)C2=C(C=C1C(C(=CN(C1=C2)C2CC2)C(=O)O)=O)F (7-(6-(R)-Amino-(1R, 4S)-2-azabicyclo[2.2.2]oct-2-yl)-1-cyclopropyl-1,4-dihydro-6-fluoro-4-oxo-3-quinoline carboxylic Acid). Reaction SMILES: Br.Br.C([NH:10][C@H:11]1[C@H:16]2[CH2:17][CH2:18][C@H:13]([CH2:14][NH:15]2)[CH2:12]1)C1C=CC=CC=1.[CH:19]1([N:22]2[C:31]3[C:26](=[CH:27][C:28]([F:33])=[C:29](F)[CH:30]=3)[C:25](=[O:34])[C:24]([C:35]([OH:37])=[O:36])=[CH:23]2)[CH2:21][CH2:20]1.C1CCN2C(=NCCC2)CC1>>[NH2:10][C@H:11]1[C@H:16]2[CH2:17][CH2:18][C@H:13]([CH2:14][N:15]2[C:29]2[CH:30]=[C:31]3[C:26]([C:25](=[O:34])[C:24]([C:35]([OH:37])=[O:36])=[CH:23][N:22]3[CH:19]3[CH2:21][CH2:20]3)=[CH:27][C:28]=2[F:33])[CH2:12]1 |f:0.1.2|. Procedure details: In a manner similar to that of Example 14, the title compound of Example 13 (0.80 g) was coupled to 1-cyclopropyl-6,7-difluoro-1,4-dihydro-4-oxo-3-quinoline carboxylic acid in the presence of DBU and the product was subjected to catalytic hydrogenation to remove the benzyl group, yielding 0.16 g of the title compound as a solid, mp 268°-271° , [α]D20 -69.3°(DMSO). NMR data was the same as for the Starting materials: CCO, [H][H], C[Si](C)(C)CCOCN1C(=O)C2(Cc3ccc([N+](=O)[O-])cc3C2)c2cccnc21. Yields the product C[Si](C)(C)CCOCN1C(=O)C2(Cc3ccc(N)cc3C2)c2cccnc21. RXN SMILES: [CH3:32][CH2:33][OH:34].[H:30][H:31].[N+:1]([O-:2])(=[O:3])[c:4]1[cH:5][c:6]2[c:10]([cH:11][cH:12]1)[CH2:9][C:8]1([CH2:7]2)[C:13](=[O:29])[N:14]([CH2:21][O:22][CH2:23][CH2:24][Si:25]([CH3:26])([CH3:27])[CH3:28])[c:15]2[n:16][cH:17][cH:18][cH:19][c:20]21>>[NH2:1][c:4]1[cH:5][c:6]2[c:10]([cH:11][cH:12]1)[CH2:9][C:8]1([CH2:7]2)[C:13](=[O:29])[N:14]([CH2:21][O:22][CH2:23][CH2:24][Si:25]([CH3:26])([CH3:27])[CH3:28])[c:15]2[n:16][cH:17][cH:18][cH:19][c:20]21. Reactants: N1[C@H](C(=O)O)CCC1 (L-(-)-proline), [BH4-].[Na+] (sodium borohydride), [N+](=O)([O-])C1=C(C=CC=C1)CC(C(=O)O)=O (o-nitrophenylpyruvic acid). Run in O1CCCC1 (tetrahydrofuran), O1CCCC1 (tetrahydrofuran). Run at time 6 day. The product is OC(C(=O)O)CC1=C(C=CC=C1)[N+](=O)[O-] (racemic α-hydroxy-2-nitrobenzenepropanoic acid). As a reaction SMILES: N1CCC[C@H]1C(O)=O.[BH4-].[Na+].[N+:11]([C:14]1[CH:19]=[CH:18][CH:17]=[CH:16][C:15]=1[CH2:20][C:21](=[O:25])[C:22]([OH:24])=[O:23])([O-:13])=[O:12]>O1CCCC1>[OH:25][CH:21]([CH2:20][C:15]1[CH:16]=[CH:17][CH:18]=[CH:19][C:14]=1[N+:11]([O-:13])=[O:12])[C:22]([OH:24])=[O:23] |f:1.2|. Reported procedure: L-(-)-proline (7.50 g., 65.1 mmol) and sodium borohydride (2.46 g., 65.1 mmol) were stirred in tetrahydrofuran under nitrogen for sixteen hours. Recrystallized o-nitrophenylpyruvic acid (14.17 g., 76.5 mmol) in tetrahydrofuran (50 ml.) was added dropwise, and the resulting solution was stirred at room temperature for six days. The solvent was evaporated and the resulting gum was stirred with 10% aqueous HCl (200 ml.) for 4.5 hours. A small amount of solid was filtered to provide nearly racemic α...